Dataset: the Open Reaction Database (ORD), a public repository of structured organic reaction records. Task: describe an organic reaction: reactants, conditions, products, and yield Starting materials: CC1=CC=CC=2N3C(SC21)=NC=N3 (5-methyl-s-triazolo[5,1-b]benzothiazole), ClC1=CC=CC=2N3C(SC21)=NC=N3 (5-chloro-s-triazolo[5,1-b]benzothiazole), COC1=CC=CC=2N3C(SC21)=NC=N3 (5-methoxy-s-triazolo[5,1-b]benzothiazole), FC1=CC=CC=2N3C(SC21)=NC=N3 (5-fluoro-s-triazolo[5,1-b]benzothiazole), N1=CN=C2SC3=C(N21)C=CC=C3 (s-triazolo[5,1-b]benzothiazole), CC1=NN2C(SC3=C2C=CC=C3C)=N1 (2,5-dimethyl-s-triazolo[5,1-b]benzothiazole). Product: C(C)C1=NN2C(SC3=C2C=CC(=C3)CC)=N1 (2,6-diethyl-s-triazolo[5,1-b]benzothiazole). Reaction SMILES: C[C:2]1[C:10]2[S:9][C:8]3=[N:11][CH:12]=[N:13][N:7]3[C:6]=2[CH:5]=[CH:4][CH:3]=1.F[C:15]1C2SC3=NC=NN3C=2C=C[CH:16]=1.N1N2C(S[C:32]3C=CC=C[C:33]=32)=NC=1.ClC1C2SC3=NC=NN3C=2C=CC=1.COC1C2SC3=NC=NN3C=2C=CC=1.CC1N=C2SC3C(C)=CC=CC=3N2N=1>>[CH2:15]([C:12]1[N:11]=[C:8]2[S:9][C:10]3[CH:2]=[C:3]([CH2:32][CH3:33])[CH:4]=[CH:5][C:6]=3[N:7]2[N:13]=1)[CH3:16]. Procedure details: The preferred compounds of this invention are 5-methyl-s-triazolo[5,1-b]benzothiazole, 5-fluoro-s-triazolo[5,1-b]benzothiazole, s-triazolo[5,1-b]benzothiazole, 5-chloro-s-triazolo[5,1-b]benzothiazole, 5-methoxy-s-triazolo[5,1-b]benzothiazole, and 2,5-dimethyl-s-triazolo[5,1-b]benzothiazole. The reactants are NC(COCc1ccccc1)C(=O)O, CCOC(=O)C(Cc1ccccc1)CC(Cc1ccccc1)C(=O)Cl, [Na+], [Na+], O=C([O-])[O-], O. Product: CCOC(=O)C(Cc1ccccc1)CC(Cc1ccccc1)C(=O)NC(COCc1ccccc1)C(=O)O. Reaction SMILES: [CH2:1]([c:2]1[cH:3][cH:4][cH:5][cH:6][cH:7]1)[O:8][CH2:9][CH:10]([NH2:11])[C:12](=[O:13])[OH:14].[CH2:21]([CH3:22])[O:23][C:24](=[O:25])[CH:26]([CH2:27][CH:28]([C:29](=[O:30])[Cl:31])[CH2:32][c:33]1[cH:34][cH:35][cH:36][cH:37][cH:38]1)[CH2:39][c:40]1[cH:41][cH:42][cH:43][cH:44][cH:45]1.[Na+:15].[Na+:16].[O-:17][C:18](=[O:19])[O-:20].[OH2:46]>>[CH2:1]([c:2]1[cH:3][cH:4][cH:5][cH:6][cH:7]1)[O:8][CH2:9][CH:10]([NH:11][C:29]([CH:28]([CH2:27][CH:26]([C:24]([O:23][CH2:21][CH3:22])=[O:25])[CH2:39][c:40]1[cH:41][cH:42][cH:43][cH:44][cH:45]1)[CH2:32][c:33]1[cH:34][cH:35][cH:36][cH:37][cH:38]1)=[O:30])[C:12](=[O:13])[OH:14].